From a dataset of the Open Reaction Database (ORD), a public repository of structured organic reaction records. describe an organic reaction: reactants, conditions, products, and yield Reactants: CC(C)(C)OC(=O)NC(CCCO)c1ccccc1, CS(=O)(=O)O, CN(C)C=O, CCOC(C)=O, [N-]=[N+]=[N-], [Na+]. The product is CC(C)(C)OC(=O)NC(CCCN=[N+]=[N-])c1ccccc1. Reaction SMILES: [C:6]([CH3:7])([CH3:8])([CH3:9])[O:10][C:11](=[O:12])[NH:13][CH:14]([CH2:15][CH2:16][CH2:17][OH:18])[c:19]1[cH:20][cH:21][cH:22][cH:23][cH:24]1.[CH3:1][S:2]([OH:3])(=[O:4])=[O:5].[CH3:29][N:30]([CH3:31])[CH:32]=[O:33].[CH3:34][CH2:35][O:36][C:37](=[O:38])[CH3:39].[N-:26]=[N+:27]=[N-:28].[Na+:25]>>[C:6]([CH3:7])([CH3:8])([CH3:9])[O:10][C:11](=[O:12])[NH:13][CH:14]([CH2:15][CH2:16][CH2:17][N:26]=[N+:27]=[N-:28])[c:19]1[cH:20][cH:21][cH:22][cH:23][cH:24]1. The reactants are CC1=CC2=C(NC(=N2)C=CC2=CC=CC=C2)C=C1C (5,6dimethyl-2-styryl-1H-benzimidazole), FC1=NC=CC=C1 (2-fluoropyridine), N1=C(C=CC=C1)N1C(=NC2=C1C=CC=C2)\C=C\C2=CC=CC=C2 ((E)-1-(2-pyridyl)-2-styryl-1H-benzimidazole). Yields the product CC1=CC2=C(N(C(=N2)\C=C\C2=CC=CC=C2)C2=NC=CC=C2)C=C1C ((E)-5,6-Dimethyl-1-(2-pyridyl)-2-styryl-1H-benzimidazole). As a reaction SMILES: [CH3:1][C:2]1[C:18]([CH3:19])=[CH:17][C:5]2[NH:6][C:7]([CH:9]=[CH:10][C:11]3[CH:16]=[CH:15][CH:14]=[CH:13][CH:12]=3)=[N:8][C:4]=2[CH:3]=1.F[C:21]1[CH:26]=[CH:25][CH:24]=[CH:23][N:22]=1.N1C=CC=CC=1N1C2C=CC=CC=2N=C1/C=C/C1C=CC=CC=1>>[CH3:19][C:18]1[C:2]([CH3:1])=[CH:3][C:4]2[N:8]([C:21]3[CH:26]=[CH:25][CH:24]=[CH:23][N:22]=3)[C:7](/[CH:9]=[CH:10]/[C:11]3[CH:12]=[CH:13][CH:14]=[CH:15][CH:16]=3)=[N:6][C:5]=2[CH:17]=1. Procedure details: The titled compound was prepared from 5,6dimethyl-2-styryl-1H-benzimidazole and 2-fluoropyridine according to the preparation of (E)-1-(2-pyridyl)-2-styryl-1H-benzimidazole (Example 1, method B). MW: 325.42; mp: 135.8-137.0° C.; 1H-NMR (CDCl3) δ: 8.77 (1H, ddd, J=4.8, 1.8, 0.7 Hz), 7.98 (1H, ddd, J=7.7, 7.7, 1.8 Hz), 7.94 (1H, d, J=16.1 Hz), 7.59 (1H, s) 7.55-7.42 (4H, m), 7.38-7.26 (3H, m), 7.23 (1H, s), 7.12 (1H, d, J=16.1 Hz), 2.39 (3H, s), 2.35 (3H, s).